Task: describe an organic reaction: reactants, conditions, products, and yield. Dataset: the Open Reaction Database (ORD), a public repository of structured organic reaction records Product: NC(=O)Nc1cc(-c2ccccc2)sc1C(N)=O. As a reaction SMILES: [CH3:16][Si:17]([CH3:18])([CH3:19])[N:20]=[C:21]=[O:22].[CH3:26][N:27]([CH3:28])[CH:29]=[O:30].[Cl:23][CH2:24][Cl:25].[NH2:1][c:2]1[c:3]([C:13](=[O:14])[NH2:15])[s:4][c:5](-[c:7]2[cH:8][cH:9][cH:10][cH:11][cH:12]2)[cH:6]1>>[NH:1]([c:2]1[c:3]([C:13](=[O:14])[NH2:15])[s:4][c:5](-[c:7]2[cH:8][cH:9][cH:10][cH:11][cH:12]2)[cH:6]1)[C:21]([NH2:20])=[O:22]. Starting materials: C[Si](C)(C)N=C=O, CN(C)C=O, ClCCl, NC(=O)c1sc(-c2ccccc2)cc1N. Starting materials: O=C(n1ccnc1)n1ccnc1, C1CCNCC1, C1CCOC1, Cc1c(C)c2c(c(C)c1O)CCC(C)(C(=O)O)O2. Yields the product Cc1c(C)c2c(c(C)c1O)CCC(C)(C(=O)N1CCCCC1)O2. Reaction SMILES: [C:19]([n:20]1[cH:21][cH:22][n:23][cH:24]1)([n:25]1[cH:26][cH:27][n:28][cH:29]1)=[O:30].[CH2:31]1[CH2:32][CH2:33][NH:34][CH2:35][CH2:36]1.[CH2:37]1[O:38][CH2:39][CH2:40][CH2:41]1.[OH:1][c:2]1[c:3]([CH3:18])[c:4]2[c:9]([c:10]([CH3:13])[c:11]1[CH3:12])[O:8][C:7]([C:14](=[O:15])[OH:16])([CH3:17])[CH2:6][CH2:5]2>>[OH:1][c:2]1[c:3]([CH3:18])[c:4]2[c:9]([c:10]([CH3:13])[c:11]1[CH3:12])[O:8][C:7]([C:14](=[O:16])[N:34]1[CH2:33][CH2:32][CH2:31][CH2:36][CH2:35]1)([CH3:17])[CH2:6][CH2:5]2. As a reaction SMILES: [Cl-].[Al+3].[Cl-].[Cl-].[F:5][C:6]1[CH:11]=[CH:10][CH:9]=[C:8]([F:12])[CH:7]=1.[Cl:13][CH2:14][CH2:15][C:16](Cl)=[O:17].Cl>O>[Cl:13][CH2:14][CH2:15][C:16]([C:9]1[CH:10]=[CH:11][C:6]([F:5])=[CH:7][C:8]=1[F:12])=[O:17] |f:0.1.2.3|. Run in O (water). Reported procedure: Aluminum chloride (0.3 mol) was added carefully to 1,3-difluorobenzene (0.26 mol) and the mixture was heated with vigorous stirring till 50° C. 3-Chloropropionyl chloride (0.26 mol) was added dropwise over a 15 min. period at 40° C. (cooled on ice) and the mixture was stirred at 50° C. The mixture was poured into water (250 ml), ice (250 g) and HCl (25 ml) and it was stirred for 20 min. The formed precipitate was filtered off and extracted with CH2Cl2 and water, yielding 40 g (75%) of 3-chloro-1... The product is ClCCC(=O)C1=C(C=C(C=C1)F)F (3-chloro-1-(2,4-di-fluorophenyl)-1-propanone). Conditions: temperature 50 celsius. The yield is 75.2%. Starting materials: ice, Cl (HCl), [Cl-].[Al+3].[Cl-].[Cl-] (Aluminum chloride), FC1=CC(=CC=C1)F (1,3-difluorobenzene), ClCCC(=O)Cl (3-Chloropropionyl chloride). Reactants: N1=CC=CC=C1 (pyridine), C(C)OCC (diethyl ether), BrC1=C(N)C(=CC(=C1)F)F (2-Bromo4,6-difluoroaniline), ClCCl (dichloromethane), [Cl-] (chloride). The reagents and catalysts are CN(C1=CC=NC=C1)C (4-Dimethylaminopyridine). Run at time 5 hour. Yields the product BrC1=C(C(=CC(=C1)F)F)NC(C(C)(C)C)=O (N-(2-Bromo-4,6-difluorophenyl)pivalamide). Reaction SMILES: [Br:1][C:2]1[CH:8]=[C:7]([F:9])[CH:6]=[C:5]([F:10])[C:3]=1[NH2:4].N1[CH:16]=[CH:15][CH:14]=CC=1.[Cl-].[CH2:18]([O:20]CC)C.Cl[CH2:24]Cl>CN(C)C1C=CN=CC=1>[Br:1][C:2]1[CH:8]=[C:7]([F:9])[CH:6]=[C:5]([F:10])[C:3]=1[NH:4][C:18](=[O:20])[C:15]([CH3:14])([CH3:16])[CH3:24]. Reported procedure: 2-Bromo4,6-difluoroaniline (10.4 g, Aldrich) was dissolved in dichloromethane (75ml) and treated with pyridine (4.63 g) in an ice bath. 4-Dimethylaminopyridine (0.61 g) was then added and the mixture was allowed to warm to room temperature. After dropwise addition of pivotally chloride (7.23 g, BDH), the reaction was stirred for 5 hours. On completion, the mixture was added to diethyl ether (250 ml), washed twice with 2M HCl (250m1) and the resulting organic layer was treated with saturated NaHC... Starting materials: N1N=CC=C1 (pyrazole), [Li]CCCC (n-BuLi), C(OCC1=CC=CC=C1)Cl (Bom-Cl). The solvent is C1CCOC1 (THF). Product: C(C1=CC=CC=C1)OCN1N=CC=C1 (1-Benzyloxymethyl-1H-pyrazole). RXN SMILES: [NH:1]1[CH:5]=[CH:4][CH:3]=[N:2]1.[Li]CCCC.[CH2:11](Cl)[O:12][CH2:13][C:14]1[CH:19]=[CH:18][CH:17]=[CH:16][CH:15]=1>C1COCC1>[CH2:13]([O:12][CH2:11][N:1]1[CH:5]=[CH:4][CH:3]=[N:2]1)[C:14]1[CH:19]=[CH:18][CH:17]=[CH:16][CH:15]=1. Procedure details: To a solution of pyrazole (4.92 g, 72.2 mmol) in THF (100 mL) at −78° C. is added n-BuLi (28.9 mL of 2.5M in hexane) dropwise. The mixture is warmed to RT then re-cooled to −78° C. then Bom-Cl (11.3 g, 72.2 mmol) is added and the mixture is allowed to warm to RT. The solvent is removed under reduced pressure and 1N NaOH (25 mL) is added to the residual solid. The mixture is extracted with ether and the organic phase is washed with brine and dried over sodium sulfate. The solvent is removed under... Reactants: ClCCCl, O=C(O)c1ccc(-n2ccccc2=O)cc1, O=S(Cl)Cl. Yields the product O=C(Cl)c1ccc(-n2ccccc2=O)cc1. Reaction SMILES: [Cl:21][CH2:22][CH2:23][Cl:24].[O:1]=[c:2]1[n:3](-[c:8]2[cH:9][cH:10][c:11]([C:12](=[O:13])[OH:14])[cH:15][cH:16]2)[cH:4][cH:5][cH:6][cH:7]1.[S:17]([Cl:18])([Cl:19])=[O:20]>>[O:1]=[c:2]1[n:3](-[c:8]2[cH:9][cH:10][c:11]([C:12](=[O:13])[Cl:19])[cH:15][cH:16]2)[cH:4][cH:5][cH:6][cH:7]1. Reactants: BrC12CC3(CC(CC(C1)C3)C2)CC(=O)OC (Methyl 3-bromoadamantaneacetate), [Cl-].[Cl-].[Cl-].[Al+3] (Aluminum trichloride). The solvent is C1=CC=CC=C1 (benzene). The product is C1(=CC=CC=C1)C12CC3(CC(CC(C1)C3)C2)CC(=O)OC (methyl 3-phenyl-1-adamantaneacetate). Isolated yield 202.0%. As a reaction SMILES: Br[C:2]12[CH2:11][CH:6]3[CH2:7][CH:8]([CH2:10][C:4]([CH2:12][C:13]([O:15][CH3:16])=[O:14])([CH2:5]3)[CH2:3]1)[CH2:9]2.[Cl-].[Cl-].[Cl-].[Al+3]>C1C=CC=CC=1>[C:2]1([C:2]23[CH2:11][CH:6]4[CH2:7][CH:8]([CH2:10][C:4]([CH2:12][C:13]([O:15][CH3:16])=[O:14])([CH2:5]4)[CH2:3]2)[CH2:9]3)[CH:11]=[CH:6][CH:5]=[CH:4][CH:3]=1 |f:1.2.3.4|. Procedure details: Methyl 3-bromoadamantaneacetate (80 g) (Aldrich Chemical Co. Milwaukee Wis.) was dissolved in benzene (1.6 L) under nitrogen. Aluminum trichloride (37.12 g) was added portionwise over 75 min. at ambient temperature. The reaction mixture was then quenched by the addition of 0.5M phosphoric acid (1.6 L). The layers were separated and the organic layer was dried over sodium sulfate, filtered, and evaporated in vacuo to give methyl 3-phenyl-1-adamantaneacetate (80 g).